This data is from the Open Reaction Database (ORD), a public repository of structured organic reaction records. The task is: describe an organic reaction: reactants, conditions, products, and yield Starting materials: NC1=CC=CC=C1 (aniline), [OH-].[Cs+] (cesium hydroxide), IC(C)C (2-iodopropane). The solvent is CN(C)C=O (DMF). Reaction conditions: temperature 30 celsius, time 16 hour. Product: C(C)(C)NC1=CC=CC=C1 (N-isopropylaniline). The yield is 80.0%. As a reaction SMILES: [NH2:1][C:2]1[CH:7]=[CH:6][CH:5]=[CH:4][CH:3]=1.[OH-].[Cs+].I[CH:11]([CH3:13])[CH3:12]>CN(C=O)C>[CH:11]([NH:1][C:2]1[CH:7]=[CH:6][CH:5]=[CH:4][CH:3]=1)([CH3:13])[CH3:12] |f:1.2|. Procedure details: A mixture of aniline (0.46 mls, 5 mmol) and cesium hydroxide (0.61 mls, 15 mmol) was stirred at 25° C. for 30 mins in DMF (25 mls). 2-iodopropane (2.5 mls, 25 mmol) was added dropwise over 5 mins, the reaction was heated to 30° C. and stirred for 16 hours. The solvent was evaporated and the residue was quenched with 100 mL water. The mixture was adjusted pH to ˜7 with diluted hydrochloric acid. The mixture was then extracted with CH2Cl2 and the combined organic layer was washed with water and th... Reactants: CC1=CC(=NC=C1CCCCC)NC(C(C)(C)C)=O (4-methyl-2-(trimethylacetyl)amino-5-(1-pentyl)-pyridine), C([O-])([O-])=O.[Na+].[Na+] (sodium carbonate). Solvent: Cl (hydrochloric acid). Conditions: temperature 100 celsius. Yields the product C(CCCC)C=1C(=CC(=NC1)N)C (5-(1-Pentyl)-4-methyl-2-aminopyridine). Reaction SMILES: [CH3:1][C:2]1[C:7]([CH2:8][CH2:9][CH2:10][CH2:11][CH3:12])=[CH:6][N:5]=[C:4]([NH:13]C(=O)C(C)(C)C)[CH:3]=1.C(=O)([O-])[O-].[Na+].[Na+]>Cl>[CH2:8]([C:7]1[C:2]([CH3:1])=[CH:3][C:4]([NH2:13])=[N:5][CH:6]=1)[CH2:9][CH2:10][CH2:11][CH3:12] |f:1.2.3|. Procedure: A suspension of 4-methyl-2-(trimethylacetyl)amino-5-(1-pentyl)-pyridine (233 mg, 0.89 mmol) in 2N hydrochloric acid (3 mL) was heated at 100° C. for 18 h. The solution was cooled to room temperature, made basic with 20% aqueous sodium carbonate and extracted with chloroform. The organic layer was dried (Na2SO4), and evaporated. The product was purified by silica gel column chromatography using 2% methanol/methylene chloride to give the title compound. The reactants are L-Selctride solution, CN1C(CN(CC1)C1CCC(CC1)=O)=O (4-(4-methyl-3-oxo-piperazin-1-yl)-cyclohexan-1-one), O1CCCC1 (tetrahydrofuran). Run in CO (methanol). Product: O[C@@H]1CC[C@@H](CC1)N1CC(N(CC1)C)=O ((cis)-1-hydroxy-4-(4-methyl-3-oxo-piperazin-1-yl)-cyclohexane). RXN SMILES: [CH3:1][N:2]1[CH2:7][CH2:6][N:5]([CH:8]2[CH2:13][CH2:12][C:11](=[O:14])[CH2:10][CH2:9]2)[CH2:4][C:3]1=[O:15].O1CCCC1>CO>[OH:14][C@H:11]1[CH2:10][CH2:9][C@@H:8]([N:5]2[CH2:6][CH2:7][N:2]([CH3:1])[C:3](=[O:15])[CH2:4]2)[CH2:13][CH2:12]1. Procedure details: 17 ml of a 1M L-Selctride solution (in tetrahydrofuran) are added dropwise at −78° C. to 3.3 g 4-(4-methyl-3-oxo-piperazin-1-yl)-cyclohexan-1-one in 100 ml abs. tetrahydrofuran. After 5.5 hours 20 ml of methanol are added and the solution is evaporated down. The residue is purified by column chromatography. The mixture of cis- and trans-compound is separated by preparative HPLC. The reactants are Cl\C(=C/[C@H]1C([C@H]1C(=O)O)(C)C)\C(F)(F)F (cis-Z 3-(2-chloro-3,3,3-trifluoro-1-propenyl)-2,2-dimethyl cyclopropanecarboxylic acid), CC1([C@H]([C@H]1C(=O)O[C@H](C#N)C=2C=CC=C(C2)OC=3C=CC=CC3)/C=C(/C(F)(F)F)\Cl)C (gamma-cyhalothrin), 1R. Yields the product 1R, Cl\C(=C/[C@H]1C([C@H]1C(=O)Cl)(C)C)\C(F)(F)F (cis-Z 3-(2-chloro-3,3,3-trifluoro-1-propenyl)-2,2-dimethyl cyclopropanecarboxylic acid chloride). Reaction SMILES: [CH3:1][C:2]1([CH3:31])[C@H:4]([C:5](O[C@@H](C2C=CC=C(OC3C=CC=CC=3)C=2)C#N)=[O:6])[C@@H:3]1/[CH:24]=[C:25](\[Cl:30])/[C:26]([F:29])([F:28])[F:27].[Cl:32]/C(/C(F)(F)F)=C\[C@@H]1[C@H](C(O)=O)C1(C)C>>[Cl:30]/[C:25](/[C:26]([F:29])([F:28])[F:27])=[CH:24]\[C@@H:3]1[C@H:4]([C:5]([Cl:32])=[O:6])[C:2]1([CH3:31])[CH3:1]. Procedure: In order to produce gamma-cyhalothrin on an industrial scale it is desirable to find methods of making the final product that avoid the use of expensive reagents and have as few chemical stages as possible. The present invention provides a direct process to meet these requirements. There is therefore provided a process for the preparation of gamma-cyhalothrin (IV) comprising a) chlorinating 1R cis-Z 3-(2-chloro-3,3,3-trifluoro-1-propenyl)-2,2-dimethyl cyclopropanecarboxylic acid (I) to give 1R c...